Dataset: the Open Reaction Database (ORD), a public repository of structured organic reaction records. Task: describe an organic reaction: reactants, conditions, products, and yield Reactants: CCCN, Cc1cc(OS(=O)(=O)C(F)(F)F)c2ncccc2n1, Cl, c1ccncc1. Product: Cc1cc(N)c2ncccc2n1. RXN SMILES: [CH2:21]([CH2:22][CH3:23])[NH2:24].[CH3:1][c:2]1[n:3][c:4]2[cH:5][cH:6][cH:7][n:8][c:9]2[c:10]([O:12][S:13]([C:14]([F:15])([F:16])[F:17])(=[O:18])=[O:19])[cH:11]1.[ClH:20].[cH:25]1[cH:26][cH:27][n:28][cH:29][cH:30]1>>[CH3:1][c:2]1[n:3][c:4]2[cH:5][cH:6][cH:7][n:8][c:9]2[c:10]([NH2:24])[cH:11]1. The reactants are Brc1cnc(Br)c(Br)c1, CCC#N, C[Si](C)(C)Cl, [I-], [Na+], [Na+], [OH-]. The product is Brc1cnc(I)c(Br)c1. Reaction SMILES: [Br:1][c:2]1[n:3][cH:4][c:5]([Br:9])[cH:6][c:7]1[Br:8].[C:12](#[N:13])[CH2:14][CH3:15].[Cl:16][Si:17]([CH3:18])([CH3:19])[CH3:20].[I-:11].[Na+:10].[Na+:22].[OH-:21]>>[c:2]1([I:11])[n:3][cH:4][c:5]([Br:9])[cH:6][c:7]1[Br:8]. Starting materials: C=O, CC1(C)SC2C(NC(=O)C(N)c3ccccc3)C(=O)N2C1C(=O)O, Cc1ncc(CO)c(C=O)c1O, [K+], [K+], [K+], CCCC(N)C(=O)O, O=P([O-])([O-])[O-], O=P([O-])([O-])[O-]. Product: CCCC(N)(CO)C(=O)O. Reaction SMILES: [CH2:25]=[O:26].[CH:1]12[CH:2]([NH:3][C:4]([CH:5]([c:6]3[cH:7][cH:10][cH:11][cH:12][cH:13]3)[NH2:14])=[O:15])[C:8](=[O:9])[N:16]1[CH:17]([C:18](=[O:19])[OH:20])[C:21]([CH3:22])([CH3:23])[S:24]2.[CH:35]([c:36]1[c:37]([OH:38])[c:39]([CH3:40])[n:41][cH:42][c:43]1[CH2:44][OH:45])=[O:46].[K+:57].[K+:58].[K+:59].[NH2:27][CH:28]([CH2:29][CH2:30][CH3:31])[C:32](=[O:33])[OH:34].[O-:47][P:48](=[O:49])([O-:50])[O-:51].[P:52]([O-:53])([O-:54])([O-:55])=[O:56]>>[CH2:8]([OH:9])[C:28]([NH2:27])([CH2:29][CH2:30][CH3:31])[C:32](=[O:33])[OH:34]. The reactants are C(C1=CC=CC=C1)=NO (benzaldoxime), ClC1=CC=C(C=C1)C(C1=CC=C(C=C1)[N+](=O)[O-])=O (4'-chloro-4-nitrobenzophenone), O (water), [H-].[Na+] (sodium hydride). The solvent is CS(=O)C (DMSO), CS(=O)C (DMSO), CS(=O)C (DMSO). Reaction conditions: temperature 70 celsius, time 20 hour. Yields the product ClC1=CC=C(C=C1)C(C1=CC=C(C=C1)O)=O (4'-chloro-4-hydroxybenzophenone). As a reaction SMILES: [H-].[Na+].C(=N[OH:11])C1C=CC=CC=1.[Cl:12][C:13]1[CH:18]=[CH:17][C:16]([C:19](=[O:29])[C:20]2[CH:25]=[CH:24][C:23]([N+]([O-])=O)=[CH:22][CH:21]=2)=[CH:15][CH:14]=1.O>CS(C)=O>[Cl:12][C:13]1[CH:18]=[CH:17][C:16]([C:19](=[O:29])[C:20]2[CH:25]=[CH:24][C:23]([OH:11])=[CH:22][CH:21]=2)=[CH:15][CH:14]=1 |f:0.1|. Procedure: 250 cc of DMSO and 4.8 g sodium hydride are placed in a 500 cc flask and heated at 70° C. for 1 hour, by which time the solution has become clear. A solution of 24.2 g (0.2 mole) of benzaldoxime in 100 cc of DMSO is then added drop by drop. The solution is maintained at 70° C. for 1 hour, then allowed to cool to 15° C. A solution of 26 g (0.1 mole) of 4'-chloro-4-nitrobenzophenone in 150 cc of DMSO is then added. The reaction mixture is stirred for 20 hours at ambient temperature and then poured... Reactants: ClC=1C=C(C(=C2C3(CCS(C12)(=O)=O)OCCO3)C)C(=O)OCC (8-chloro-6-ethoxycarbonyl-4,4-ethylenedioxy-5-methylthiochroman-1,1-dioxide), [OH-].[K+] (potassium hydroxide), CO (methanol). Solvent: O (water), O (water). Conditions: temperature 80 celsius. Yields the product C(=O)(O)C=1C(=C2C3(CCS(C2=C(C1)Cl)(=O)=O)OCCO3)C (6-carboxy-8-chloro-4,4-ethylenedioxy-5-methylthiochroman-1,1-dioxide). Yield: 86.4%. As a reaction SMILES: [Cl:1][C:2]1[CH:3]=[C:4]([C:19]([O:21]CC)=[O:20])[C:5]([CH3:18])=[C:6]2[C:11]=1[S:10](=[O:13])(=[O:12])[CH2:9][CH2:8][C:7]12[O:17][CH2:16][CH2:15][O:14]1.[OH-].[K+].CO>O>[C:19]([C:4]1[C:5]([CH3:18])=[C:6]2[C:11](=[C:2]([Cl:1])[CH:3]=1)[S:10](=[O:13])(=[O:12])[CH2:9][CH2:8][C:7]12[O:17][CH2:16][CH2:15][O:14]1)([OH:21])=[O:20] |f:1.2|. Procedure details: A mixture containing 1.19 g (3.2 mmol) of 8-chloro-6-ethoxycarbonyl-4,4-ethylenedioxy-5-methylthiochroman-1,1-dioxide, 0.33 g (5.0 mmol) of potassium hydroxide, 8 ml of methanol and 2 ml of water was stirred under heat at 80° C. for 2 hours. After the completion of the reaction, 20 ml of water was added, and an aqueous layer was washed with methylene chloride. The aqueous layer was neutralized with 2 wt % hydrochloric acid and extracted with ethyl acetate. An organic layer was washed with a satu... The reactants are C(C)NC1=NN2C(CN1)=C(N=C2CCC)C (2-Ethylamino-3,4-dihydro-5-methyl-7-propylimidazo[5,1-f]-as-triazine), C(C)(=O)Cl (acetyl chloride). Run in C(C)(=O)O (acetic acid). The product is Cl.C(C)N(C(C)=O)C1=NN2C(CN1)=C(N=C2CCC)C (N-Ethyl-N-(3,4-Dihydro-5-methyl-7-propylimidazo[5,1-f]-as-triazin-2-yl)acetamide, hydrochloride). As a reaction SMILES: [CH2:1]([NH:3][C:4]1[NH:9][CH2:8][C:7]2=[C:10]([CH3:16])[N:11]=[C:12]([CH2:13][CH2:14][CH3:15])[N:6]2[N:5]=1)[CH3:2].[C:17]([Cl:20])(=[O:19])[CH3:18]>C(O)(=O)C>[ClH:20].[CH2:1]([N:3]([C:4]1[NH:9][CH2:8][C:7]2=[C:10]([CH3:16])[N:11]=[C:12]([CH2:13][CH2:14][CH3:15])[N:6]2[N:5]=1)[C:17](=[O:19])[CH3:18])[CH3:2] |f:3.4|. Procedure details: 2-Ethylamino-3,4-dihydro-5-methyl-7-propylimidazo[5,1-f]-as-triazine (Example 12e) (1.1 g.) and acetyl chloride (1.65 ml.) in glacial acetic acid (10 ml.) were heated on a steam bath for 16 hours. The acetic acid was distilled off and the residue was crystallised from a mixture of isopropanol and ether to give a solid, m.p. 190°-192° (73%). Starting materials: BrC=1C=CC=C2C(=NC(=NC12)Cl)O (8-bromo-2-chloroquinazolin-4-ol), CNC(C)(C)C (N-methyl-tert-butylamine). The solvent is CN1CCCC1=O (NMP). Reaction conditions: temperature 150 celsius. Product: BrC=1C=CC=C2C(NC(=NC12)N(C)C(C)(C)C)=O (8-bromo-2-(tert-butyl(methyl)amino)quinazolin-4(3H)-one). Isolated yield 24.7%. As a reaction SMILES: [Br:1][C:2]1[CH:3]=[CH:4][CH:5]=[C:6]2[C:11]=1[N:10]=[C:9](Cl)[N:8]=[C:7]2[OH:13].[CH3:14][NH:15][C:16]([CH3:19])([CH3:18])[CH3:17]>CN1C(=O)CCC1>[Br:1][C:2]1[CH:3]=[CH:4][CH:5]=[C:6]2[C:11]=1[N:10]=[C:9]([N:15]([C:16]([CH3:19])([CH3:18])[CH3:17])[CH3:14])[NH:8][C:7]2=[O:13]. Reported procedure: A mixture of 8-bromo-2-chloroquinazolin-4-ol (407c, 0.20 g, 0.77 mmol) in N-methyl-tert-butylamine (Aldrich; 0.919 mL, 7.71 mmol) and 1 mL NMP was sealed and heated to 150° C. in an oil bath for 6 h. The reaction was heated for 3 days. The reaction was partitioned between sat'd aq. NH4Cl and EtOAc. The organic layer was washed with sat'd aq. NH4Cl once, sat'd aq. NaCl once, and the organics were dried over anhydrous Na2SO4, filtered, and concentrated in vacuo. The material was treated with 10% M...